From a dataset of the Open Reaction Database (ORD), a public repository of structured organic reaction records. describe an organic reaction: reactants, conditions, products, and yield The reactants are ClCCl, Cl, COc1ccc(C(=CC#N)c2cc(OC)c(OC)c(OC)c2)cc1NC(=O)C(N)COC(C)(C)C, C1COCCO1. Product: Cl, COc1ccc(C(=CC#N)c2cc(OC)c(OC)c(OC)c2)cc1NC(=O)C(N)CO. As a reaction SMILES: [Cl:43][CH2:44][Cl:45].[ClH:1].[NH2:8][CH:9]([C:10](=[O:11])[NH:12][c:13]1[c:14]([O:35][CH3:36])[cH:15][cH:16][c:17]([C:19](=[CH:20][C:21]#[N:22])[c:23]2[cH:24][c:25]([O:33][CH3:34])[c:26]([O:31][CH3:32])[c:27]([O:29][CH3:30])[cH:28]2)[cH:18]1)[CH2:37][O:38][C:39]([CH3:40])([CH3:41])[CH3:42].[O:2]1[CH2:3][CH2:4][O:5][CH2:6][CH2:7]1>>[ClH:1].[NH2:8][CH:9]([C:10](=[O:11])[NH:12][c:13]1[c:14]([O:35][CH3:36])[cH:15][cH:16][c:17]([C:19](=[CH:20][C:21]#[N:22])[c:23]2[cH:24][c:25]([O:33][CH3:34])[c:26]([O:31][CH3:32])[c:27]([O:29][CH3:30])[cH:28]2)[cH:18]1)[CH2:37][OH:38]. Reactants: solution, C(CCC)[Li] (n-butyl lithium), C(C)(C)(C)N=CC (acetaldehyde N-tert- butylimine), C(C)(C)NC(C)C (diisopropylamine), O1CCCC1 (tetrahydrofurane), ClP(OCC)(OCC)=O (diethyl chlorophosphonate). The solvent is CCCCCC (hexane). Conditions: temperature 5 celsius, time 15 minute. The product is C1(=CC=CC=C1)C(=CC=O)C1=CC=CC=C1 (3,3-diphenyl-2-propenal). As a reaction SMILES: C(N[CH:5]([CH3:7])[CH3:6])(C)C.[CH2:8]([Li])[CH2:9][CH2:10][CH3:11].[C:13](N=CC)([CH3:16])([CH3:15])C.ClP(=O)(OCC)O[CH2:23][CH3:24].[O:29]1C[CH2:32][CH2:31][CH2:30]1>CCCCCC>[C:11]1([C:32]([C:6]2[CH:5]=[CH:7][CH:15]=[CH:13][CH:16]=2)=[CH:31][CH:30]=[O:29])[CH:24]=[CH:23][CH:8]=[CH:9][CH:10]=1. Reported procedure: A solution of freshly distilled diisopropylamine (193.2 mL) in dry tetrahydrofurane (1 L) under argon was cooled to -5° C. with an acetone-dry ice bath. Anhydrous conditions were maintained throughout the reaction. A 1.6M solution of n-butyl lithium in hexane (862 mL) was added at such a rate that the reaction temperature did not exceed -5° C. After the addition was complete, the solution was stirred at 5° C. for 15 minutes. Then it was cooled to -78° C. and acetaldehyde N-tert- butylimine (88.5... The reactants are C(C)(C)(C)OC(N(CCN1C(C2=C(CC1)NC(=C2C)C=O)=O)CC)=O (ethyl-[2-(2-formyl-3-methyl-4-oxo-1,4,6,7-tetrahydro-pyrrolo[3,2-c]pyridin-5-yl)-ethyl]-carbamic acid tert-butyl ester), FC=1C=C2CC(NC2=CC1)=O (5-fluoro-1,3-dihydro-indol-2-one), N1CCCCC1 (piperidine). The solvent is C(C)O (ethanol). Run at time 8 hour. Yields the product C(C)(C)(C)OC(N(CCN1C(C2=C(CC1)NC(=C2C)C=C2C(CC1=CC=C(C=C21)F)=O)=O)CC)=O (ethyl-{2-[2-(6-fluoro-2-oxo-indan-1-ylidenemethyl)-3-methyl-4-oxo-1,4,6,7-tetrahydro-pyrrolo[3,2-c]pyridin-5-yl]-ethyl}-carbamic acid tert-butyl ester). Yield: 50.0%. As a reaction SMILES: [C:1]([O:5][C:6](=[O:25])[N:7]([CH2:23][CH3:24])[CH2:8][CH2:9][N:10]1[CH2:15][CH2:14][C:13]2[NH:16][C:17]([CH:20]=O)=[C:18]([CH3:19])[C:12]=2[C:11]1=[O:22])([CH3:4])([CH3:3])[CH3:2].[F:26][C:27]1[CH:28]=[C:29]2[C:33](=[CH:34][CH:35]=1)N[C:31](=[O:36])[CH2:30]2.N1CCCC[CH2:38]1>C(O)C>[C:1]([O:5][C:6](=[O:25])[N:7]([CH2:23][CH3:24])[CH2:8][CH2:9][N:10]1[CH2:15][CH2:14][C:13]2[NH:16][C:17]([CH:20]=[C:30]3[C:29]4[C:33](=[CH:34][CH:35]=[C:27]([F:26])[CH:28]=4)[CH2:38][C:31]3=[O:36])=[C:18]([CH3:19])[C:12]=2[C:11]1=[O:22])([CH3:4])([CH3:3])[CH3:2]. Procedure: A stirred solution of ethyl-[2-(2-formyl-3-methyl-4-oxo-1,4,6,7-tetrahydro-pyrrolo[3,2-c]pyridin-5-yl)-ethyl]-carbamic acid tert-butyl ester (160 mg, 0.458 mmol), 5-fluoro-1,3-dihydro-indol-2-one (65.76 mg, 0.435 mmol) in 0.803, ml of ethanol was added dropwise with anhydrous piperidine (0.022 ml). The mixture was stirred overnight at room temperature until a precipitate was formed. The precipitate was filtered under reduced pressure and washed with ethanol (0.3 ml×3) to give ethyl-{2-[2-(6-fluo... The reactants are O.ON1N=NC2=C1C=CC=C2 (1-hydroxybenzotriazole hydrate), NC1=NC=C(C2=C1C(=CS2)C2=CC=C(C=C2)NC(=O)NC2=CC(=CC=C2)F)C(=O)O (4-amino-3-(4-(3-(3-fluorophenyl)ureido)phenyl)thieno[3,2-c]pyridine-7-carboxylic acid), C(C)N(CCCN)CC (N,N-diethyl-1,3-propanediamine), CN1CCOCC1 (N-methylmorpholine), Cl.C(C)N=C=NCCCN(C)C (1-ethyl-3-[3-(dimethylamino)propyl]-carbodiimide hydrochloride). Solvent: O1CCCC1 (tetrahydrofuran), CO (methanol). The product is NC1=NC=C(C2=C1C(=CS2)C2=CC=C(C=C2)NC(NC2=CC(=CC=C2)F)=O)C(=O)NCCCN(CC)CC (4-amino-N-[3-(diethylamino)propyl]-3-(4-{[(3-fluorophenyl)carbamoyl]amino}phenyl)thieno[3,2-c]pyridine-7-carboxamide). Reaction SMILES: [NH2:1][C:2]1[C:7]2[C:8]([C:11]3[CH:16]=[CH:15][C:14]([NH:17][C:18]([NH:20][C:21]4[CH:26]=[CH:25][CH:24]=[C:23]([F:27])[CH:22]=4)=[O:19])=[CH:13][CH:12]=3)=[CH:9][S:10][C:6]=2[C:5]([C:28](O)=[O:29])=[CH:4][N:3]=1.[CH2:31]([N:33]([CH2:38][CH3:39])[CH2:34][CH2:35][CH2:36][NH2:37])[CH3:32].Cl.C(N=C=NCCCN(C)C)C.O.ON1C2C=CC=CC=2N=N1.CN1CCOCC1>CO.O1CCCC1>[NH2:1][C:2]1[C:7]2[C:8]([C:11]3[CH:12]=[CH:13][C:14]([NH:17][C:18](=[O:19])[NH:20][C:21]4[CH:26]=[CH:25][CH:24]=[C:23]([F:27])[CH:22]=4)=[CH:15][CH:16]=3)=[CH:9][S:10][C:6]=2[C:5]([C:28]([NH:37][CH2:36][CH2:35][CH2:34][N:33]([CH2:38][CH3:39])[CH2:31][CH3:32])=[O:29])=[CH:4][N:3]=1 |f:2.3,4.5|. Reported procedure: As shown in the Scheme above, 1-(4-(4-aminothieno[3,2-c]pyridin-3-yl)phenyl)-3-(3-fluorophenyl)urea ((1), prepared as described in WO2005/10009), in a mixture of pyridine and tetrahydrofuran can be treated with iodine at room temperature, followed by treatment with potassium hydroxide at elevated temperature to provide 1-(4-(4-amino-7-iodothieno[3,2-c]pyridin-3-yl)phenyl)-3-(3-fluorophenyl)urea (2). Methyl 4-amino-3-(4-(3-(3-fluorophenyl)ureido)phenyl)thieno[3,2-c]pyridine-7-carboxylate (3) can ... Starting materials: CNC=1C=NC=CC1C1=C(C=CC=C1)C (N-methyl-4-o-tolylpyridin-3-amine), COC1=C(C=C(C(=O)O)C=C1)C(F)(F)F (4-methoxy-3-(trifluoromethyl)benzoic acid), solid. The product is COC1=C(C=C(C(=O)N(C=2C=NC=CC2C2=C(C=CC=C2)C)C)C=C1)C(F)(F)F (4-Methoxy-N-methyl-N-(4-o-tolyl-pyridin-3-yl)-3-trifluoromethyl-benzamide). RXN SMILES: [CH3:1][NH:2][C:3]1[CH:4]=[N:5][CH:6]=[CH:7][C:8]=1[C:9]1[CH:14]=[CH:13][CH:12]=[CH:11][C:10]=1[CH3:15].[CH3:16][O:17][C:18]1[CH:26]=[CH:25][C:21]([C:22]([OH:24])=O)=[CH:20][C:19]=1[C:27]([F:30])([F:29])[F:28]>>[CH3:16][O:17][C:18]1[CH:26]=[CH:25][C:21]([C:22]([N:2]([CH3:1])[C:3]2[CH:4]=[N:5][CH:6]=[CH:7][C:8]=2[C:9]2[CH:14]=[CH:13][CH:12]=[CH:11][C:10]=2[CH3:15])=[O:24])=[CH:20][C:19]=1[C:27]([F:30])([F:29])[F:28]. Procedure: The title compound was prepared in analogy to example 90, from N-methyl-4-o-tolylpyridin-3-amine (example 1, intermediate a) and 4-methoxy-3-(trifluoromethyl)benzoic acid (CAS RN 213598-09-5) after a reaction time of 88 hours. Brown solid (4%). MS (ESI): m/z=401.15 [M+H]+. Reaction SMILES: [CH2:22]([OH:23])[CH2:24][CH2:25][CH3:26].[CH3:1][O:2][C:3](=[O:4])[CH:5]1[CH2:6][CH2:7][CH:8]([O:11][c:12]2[n:13][cH:14][c:15]([F:18])[cH:16][cH:17]2)[CH2:9][CH2:10]1.[NH2:20][NH2:21].[OH2:19]>>[O:2]=[C:3]([CH:5]1[CH2:6][CH2:7][CH:8]([O:11][c:12]2[n:13][cH:14][c:15]([F:18])[cH:16][cH:17]2)[CH2:9][CH2:10]1)[NH:20][NH2:21]. The reactants are CCCCO, COC(=O)C1CCC(Oc2ccc(F)cn2)CC1, NN, O. Yields the product NNC(=O)C1CCC(Oc2ccc(F)cn2)CC1. Reactants: C(C1=CC=CC=C1)(=O)NC1[C@@H]2N(C(=C(CS2=O)CBr)C(=O)OC(C)(C)C)C1=O (t-butyl 7-benzamido-3-bromomethyl-3-cephem-4-carboxylate-1-oxide), FC(C(=O)O)(F)F (trifluoroacetic acid). Reaction conditions: time 15 minute. Yields the product C(C1=CC=CC=C1)(=O)NC1[C@@H]2N(C(=C(CS2=O)CBr)C(=O)O)C1=O (7-benzamido-3-bromomethyl-3-cephem-4-carboxylic acid-1-oxide). The yield is 104.9%. As a reaction SMILES: [C:1]([NH:9][CH:10]1[C:27](=[O:28])[N:12]2[C:13]([C:20]([O:22]C(C)(C)C)=[O:21])=[C:14]([CH2:18][Br:19])[CH2:15][S:16](=[O:17])[C@H:11]12)(=[O:8])[C:2]1[CH:7]=[CH:6][CH:5]=[CH:4][CH:3]=1.FC(F)(F)C(O)=O>>[C:1]([NH:9][CH:10]1[C:27](=[O:28])[N:12]2[C:13]([C:20]([OH:22])=[O:21])=[C:14]([CH2:18][Br:19])[CH2:15][S:16](=[O:17])[C@H:11]12)(=[O:8])[C:2]1[CH:7]=[CH:6][CH:5]=[CH:4][CH:3]=1. Procedure: 6.25 g of t-butyl 7-benzamido-3-bromomethyl-3-cephem-4-carboxylate-1-oxide were added to 25 ml of trifluoroacetic acid at room temperature and after stirring for 15 minutes at room temperature, the trifluoroacetic acid was evaporated under vacuo. After addition of 20 ml of dichloromethane, evaporation to dryness was repeated. 25 ml of ether were added to the residue and the formed crystals were vacuum filtered, washed with ether and dried under vacuo to obtain 5.77 g of 7-benzamido-3-bromomethyl... The yield is 86.0%. Procedure: Starting from 2-hexadecanoyloxyhexadecanoic acid (200 mg) prepared by the method described in Preparation 7 and N-β-alanyl-L-threonine (190 mg), N-[N-(2-hexadecanoyloxyhexadecanoyl)-β-alanyl]-L-threonine (230 mg) was obtained as crystals according to a similar manner to that of Example 6. Product: C(CCCCCCCCCCCCCCC)(=O)OC(C(=O)NCCC(=O)N[C@@H]([C@H](O)C)C(=O)O)CCCCCCCCCCCCCC (N-[N-(2-hexadecanoyloxyhexadecanoyl)-β-alanyl]-L-threonine). Starting materials: C(CCCCCCCCCCCCCCC)(=O)OC(C(=O)O)CCCCCCCCCCCCCC (2-hexadecanoyloxyhexadecanoic acid), NCCC(=O)N[C@@H]([C@H](O)C)C(=O)O (N-β-alanyl-L-threonine). RXN SMILES: [C:1]([O:18][CH:19]([CH2:23][CH2:24][CH2:25][CH2:26][CH2:27][CH2:28][CH2:29][CH2:30][CH2:31][CH2:32][CH2:33][CH2:34][CH2:35][CH3:36])[C:20]([OH:22])=O)(=[O:17])[CH2:2][CH2:3][CH2:4][CH2:5][CH2:6][CH2:7][CH2:8][CH2:9][CH2:10][CH2:11][CH2:12][CH2:13][CH2:14][CH2:15][CH3:16].[NH2:37][CH2:38][CH2:39][C:40]([NH:42][C@H:43]([C:47]([OH:49])=[O:48])[C@@H:44]([CH3:46])[OH:45])=[O:41]>>[C:1]([O:18][CH:19]([CH2:23][CH2:24][CH2:25][CH2:26][CH2:27][CH2:28][CH2:29][CH2:30][CH2:31][CH2:32][CH2:33][CH2:34][CH2:35][CH3:36])[C:20]([NH:37][CH2:38][CH2:39][C:40]([NH:42][C@H:43]([C:47]([OH:49])=[O:48])[C@@H:44]([CH3:46])[OH:45])=[O:41])=[O:22])(=[O:17])[CH2:2][CH2:3][CH2:4][CH2:5][CH2:6][CH2:7][CH2:8][CH2:9][CH2:10][CH2:11][CH2:12][CH2:13][CH2:14][CH2:15][CH3:16].